This data is from the Open Reaction Database (ORD), a public repository of structured organic reaction records. The task is: describe an organic reaction: reactants, conditions, products, and yield RXN SMILES: [Cl:1][C:2]1[C:11]2[C:6](=[CH:7][C:8]([F:12])=[CH:9][CH:10]=2)[N:5]=[C:4]([C:13]2[CH:18]=[CH:17][CH:16]=[C:15]([S:19][CH3:20])[CH:14]=2)[C:3]=1[CH3:21].[OH2:22].C1C[O:26]CC1>[Os](=O)(=O)(=O)=O>[Cl:1][C:2]1[C:11]2[C:6](=[CH:7][C:8]([F:12])=[CH:9][CH:10]=2)[N:5]=[C:4]([C:13]2[CH:18]=[CH:17][CH:16]=[C:15]([S:19]([CH3:20])(=[O:26])=[O:22])[CH:14]=2)[C:3]=1[CH3:21]. Product: ClC1=C(C(=NC2=CC(=CC=C12)F)C1=CC(=CC=C1)S(=O)(=O)C)C (4-chloro-7-fluoro-3-methyl-2-(3-(methylsulfonyl)phenyl)quinoline). Run at time 6 hour. The reagents and catalysts are [Os](=O)(=O)(=O)=O (osmium tetroxide), [Os](=O)(=O)(=O)=O (osmium tetroxide). Procedure: To a stirring solution of 4-chloro-7-fluoro-3-methyl-2-(3-(methylthio)phenyl)-quinoline (130 mg, 0.41 mmol) (described herein) in THF (5.0 mL) and water (1.0 mL) were sequentially added 4-methylmorpholine n-oxide (144 mg, 1.2 mmol) and osmium tetroxide (1.1 μL, 0.020 mmol). The reaction was stirred at rt for 6 h, then an additional 0.05 eq. osmium tetroxide was added and the reaction stirred for 18 more h. The reaction was then quenched with 10% aqueous sodium thiosulfate solution, concentrated,... The reactants are ClC1=C(C(=NC2=CC(=CC=C12)F)C1=CC(=CC=C1)SC)C (4-chloro-7-fluoro-3-methyl-2-(3-(methylthio)phenyl)-quinoline), C1CCOC1 (THF), O (water), 4-methylmorpholine n-oxide. Reactants: [Al+3], CCOC(C)=O, [H-], [H-], [H-], [H-], [Li+], O=C1NCCOC1CC12CC(c3ccccc31)c1ccccc12, C1COCCO1, O. The product is c1ccc2c(c1)C1CC2(CC2CNCCO2)c2ccccc21. RXN SMILES: [Al+3:25].[CH3:37][CH2:38][O:39][C:40](=[O:41])[CH3:42].[H-:24].[H-:27].[H-:28].[H-:29].[Li+:26].[O:1]=[C:2]1[CH:3]([CH2:8][C:9]23[c:10]4[cH:11][cH:12][cH:13][cH:14][c:15]4[CH:16]([c:17]4[cH:18][cH:19][cH:20][cH:21][c:22]42)[CH2:23]3)[O:4][CH2:5][CH2:6][NH:7]1.[O:31]1[CH2:32][CH2:33][O:34][CH2:35][CH2:36]1.[OH2:30]>>[CH2:2]1[CH:3]([CH2:8][C:9]23[c:10]4[cH:11][cH:12][cH:13][cH:14][c:15]4[CH:16]([c:17]4[cH:18][cH:19][cH:20][cH:21][c:22]42)[CH2:23]3)[O:4][CH2:5][CH2:6][NH:7]1. Starting materials: S1C=NC(=C1)C1=NC2=CC=CC=C2C(=N1)C(=O)O (2-(4-thiazolyl)quinazoline-4-carboxylic acid), Cl.COC1=C2CCNCC2=CC=C1OC (5,6-dimethoxy-1,2,3,4-tetrahydroisoquinoline hydrochloride). The product is S1C=NC(=C1)C1=NC2=CC=CC=C2C(=N1)C(=O)N1CC2=CC=C(C(=C2CC1)OC)OC (2-[[2-(4-thiazolyl)quinazolin-4-yl]carbonyl]-5,6-dimethoxy-1,2,3,4-tetrahydroisoquinoline). The yield is 15.0%. RXN SMILES: [S:1]1[CH:5]=[C:4]([C:6]2[N:15]=[C:14]([C:16]([OH:18])=O)[C:13]3[C:8](=[CH:9][CH:10]=[CH:11][CH:12]=3)[N:7]=2)[N:3]=[CH:2]1.Cl.[CH3:20][O:21][C:22]1[C:31]([O:32][CH3:33])=[CH:30][CH:29]=[C:28]2[C:23]=1[CH2:24][CH2:25][NH:26][CH2:27]2>>[S:1]1[CH:5]=[C:4]([C:6]2[N:15]=[C:14]([C:16]([N:26]3[CH2:25][CH2:24][C:23]4[C:28](=[CH:29][CH:30]=[C:31]([O:32][CH3:33])[C:22]=4[O:21][CH3:20])[CH2:27]3)=[O:18])[C:13]3[C:8](=[CH:9][CH:10]=[CH:11][CH:12]=3)[N:7]=2)[N:3]=[CH:2]1 |f:1.2|. Reported procedure: Reaction of 2-(4-thiazolyl)quinazoline-4-carboxylic acid with 5,6-dimethoxy-1,2,3,4-tetrahydroisoquinoline hydrochloride gave compound 81 (15% yield) as a white solid. 1H NMR (300 MHz, CDCl3) δ 2.86 and 3.12 (2t, 2H), 3.54 and 4.16 (2t, 2H), 3.81-3.90 (m, 6H), 4.43 and 5.05 (2s, 2H), 6.51 and 6.90 (2d, 1H), 6.71 and 7.01 (2d, 1H), 7.63-7.68 (m, 1H), 7.94-8.04 (m, 2H), 8.28-8.31 (m, 1H), 8.53-8.57 (2s, 1H), 9.02-9.03 (2s, 1H); MS (ESI) m/z 433 ([M+H]+). Reactants: CO, ClCCl, Cl, CC(NC(=O)Cc1cc(F)cc(F)c1)C(=O)O, COC(=O)C(N)Cc1cccnc1. Product: COC(=O)C(Cc1cccnc1)NC(=O)C(C)NC(=O)Cc1cc(F)cc(F)c1. Reaction SMILES: [CH3:32][OH:33].[Cl:34][CH2:35][Cl:36].[ClH:18].[F:1][c:2]1[cH:3][c:4]([CH2:9][C:10](=[O:11])[NH:12][CH:13]([CH3:14])[C:15](=[O:16])[OH:17])[cH:5][c:6]([F:8])[cH:7]1.[NH2:19][CH:20]([C:21](=[O:22])[O:23][CH3:24])[CH2:25][c:26]1[cH:27][n:28][cH:29][cH:30][cH:31]1>>[F:1][c:2]1[cH:3][c:4]([CH2:9][C:10](=[O:11])[NH:12][CH:13]([CH3:14])[C:15](=[O:17])[NH:19][CH:20]([C:21](=[O:22])[O:23][CH3:24])[CH2:25][c:26]2[cH:27][n:28][cH:29][cH:30][cH:31]2)[cH:5][c:6]([F:8])[cH:7]1. Procedure: 6-Methoxy-2-methyl-1-(phenylmethyl)-1H-indole-3-glyoxylic acid amide. Using the method in Example 9, Part C, 13.7 g 49 mmol) of 1-[2-(tert-butoxycarbonylamino)-4-methoxyphenyl]-2-propanone was reacted with 20 mL of trifluoroacetic and the produce chromatographed on silica eluting with 20% EtOAc/hexane. There was obtained 4.8 g (61% yield) of crude 6-methoxy-2-methyl-1H-indole. By the method in Example 6, Part A, this material (30 mmol) was treated with 1.2 g (30 mmol) of 60% NaH/mineral oil and ... Isolated yield 61.0%. Reaction SMILES: [CH3:1][O:2][C:3]1[CH:11]=[C:10]2[C:6]([C:7](C(=O)C(N)=O)=[C:8]([CH3:19])[N:9]2CC2C=CC=CC=2)=[CH:5][CH:4]=1.C(OC(NC1C=C(OC)C=CC=1CC(=O)C)=O)(C)(C)C>>[CH3:1][O:2][C:3]1[CH:11]=[C:10]2[C:6]([CH:7]=[C:8]([CH3:19])[NH:9]2)=[CH:5][CH:4]=1. The product is COC1=CC=C2C=C(NC2=C1)C (6-methoxy-2-methyl-1H-indole). Starting materials: COC1=CC=C2C(=C(N(C2=C1)CC1=CC=CC=C1)C)C(C(=O)N)=O (6-Methoxy-2-methyl-1-(phenylmethyl)-1H-indole-3-glyoxylic acid amide), C(C)(C)(C)OC(=O)NC1=C(C=CC(=C1)OC)CC(C)=O (1-[2-(tert-butoxycarbonylamino)-4-methoxyphenyl]-2-propanone). Starting materials: N([C@@H](CC(N)=O)C(=O)N[C@@H](CC(C)C)C(=O)OC)C(=O)OCC1=CC=CC=C1 (Z-Asn-Leu-OMe). Reagents/catalysts: [Pd] (palladium on charcoal). The solvent is C(C)(C)(C)O.O (t-butanol water). The product is N[C@@H](CC(N)=O)C(=O)N[C@@H](CC(C)C)C(=O)OC (H-Asn-Leu-OMe). RXN SMILES: [NH:1](C(OCC1C=CC=CC=1)=O)[C@H:2]([C:7]([NH:9][C@H:10]([C:15]([O:17][CH3:18])=[O:16])[CH2:11][CH:12]([CH3:14])[CH3:13])=[O:8])[CH2:3][C:4](=[O:6])[NH2:5]>C(O)(C)(C)C.O.[Pd]>[NH2:1][C@H:2]([C:7]([NH:9][C@H:10]([C:15]([O:17][CH3:18])=[O:16])[CH2:11][CH:12]([CH3:14])[CH3:13])=[O:8])[CH2:3][C:4](=[O:6])[NH2:5] |f:1.2|. Reported procedure: 15.0 g of Z-Asn-Leu-OMe are dissolved in 400 ml of t-butanol-water (9:1) and are hydrogenated in the presence of 2 g of palladium on charcoal (10% Pd). After completion of the hydrogenation the catalyst is filtered off and the filtrate evaporated at 40° C. The residue is directly used further. Reactants: ClC1=NC=C(C(=N1)NCC=1C=C2C=CC=NC2=CC1)[N+](=O)[O-] (2-chloro-5-nitro-N-(quinolin-6-ylmethyl)pyrimidin-4-amine), Cl[Sn]Cl (SnCl2). Run in C(C)O (ethanol), C(Cl)(Cl)Cl (CHCl3). Reaction conditions: time 2 hour. The product is ClC1=NC=C(C(=N1)NCC=1C=C2C=CC=NC2=CC1)N (2-Chloro-N4-(quinolin-6-ylmethyl)pyrimidine-4,5-diamine). The yield is 50.0%. Reaction SMILES: [Cl:1][C:2]1[N:7]=[C:6]([NH:8][CH2:9][C:10]2[CH:11]=[C:12]3[C:17](=[CH:18][CH:19]=2)[N:16]=[CH:15][CH:14]=[CH:13]3)[C:5]([N+:20]([O-])=O)=[CH:4][N:3]=1.Cl[Sn]Cl>C(O)C.C(Cl)(Cl)Cl>[Cl:1][C:2]1[N:7]=[C:6]([NH:8][CH2:9][C:10]2[CH:11]=[C:12]3[C:17](=[CH:18][CH:19]=2)[N:16]=[CH:15][CH:14]=[CH:13]3)[C:5]([NH2:20])=[CH:4][N:3]=1. Reported procedure: A suspension of 2-chloro-5-nitro-N-(quinolin-6-ylmethyl)pyrimidin-4-amine (2.25 g, 7.14 mmol), SnCl2 (7.18 g, 32 mmol) in ethanol (50 mL) and CHCl3 (10 mL) was refluxed for 5 h. The mixture was allowed to cool to room temperature and the solvent was evaporated. The residue was basified to pH 10 by saturated aqueous NaHCO3. The resulting suspension was stirred in ethanol (500 mL) for 2 h and filtered through a pad of silica gel. The filtrate was evaporated. Flash chromatography of the residue ove... Reactants: C1(CCCC1)C(=O)C1=C(C=CC(=C1)C)NC(NC=1SC=C(N1)CCOS(=O)(=O)C)=O (methanesulfonic acid 2-{2-[3-(2-cyclopentanecarbonyl-4-methyl-phenyl)-ureido]-thiazol-4-yl)-ethyl ester), N1CCNCC1 (piperazine). Product: C1(CCCC1)C(=O)C1=C(C=CC(=C1)C)NC(=O)NC=1SC=C(N1)CCN1CCNCC1 (1-(2-Cyclopentanecarbonyl-4-methyl-phenyl)-3-[4-(2-piperazin-1-yl-ethyl)-thiazol-2-yl]-urea). Isolated yield 61.0%. As a reaction SMILES: [CH:1]1([C:6]([C:8]2[CH:13]=[C:12]([CH3:14])[CH:11]=[CH:10][C:9]=2[NH:15][C:16](=[O:30])[NH:17][C:18]2[S:19][CH:20]=[C:21]([CH2:23][CH2:24]OS(C)(=O)=O)[N:22]=2)=[O:7])[CH2:5][CH2:4][CH2:3][CH2:2]1.[NH:31]1[CH2:36][CH2:35][NH:34][CH2:33][CH2:32]1>>[CH:1]1([C:6]([C:8]2[CH:13]=[C:12]([CH3:14])[CH:11]=[CH:10][C:9]=2[NH:15][C:16]([NH:17][C:18]2[S:19][CH:20]=[C:21]([CH2:23][CH2:24][N:31]3[CH2:36][CH2:35][NH:34][CH2:33][CH2:32]3)[N:22]=2)=[O:30])=[O:7])[CH2:2][CH2:3][CH2:4][CH2:5]1. Reported procedure: 1-(2-Cyclopentanecarbonyl-4-methyl-phenyl)-3-[4-(2-piperazin-1-yl-ethyl)-thiazol-2-yl]-urea (35 mg, 70%) was prepared from methanesulfonic acid 2-{2-[3-(2-cyclopentanecarbonyl-4-methyl-phenyl)-ureido]-thiazol-4-yl)-ethyl ester (0.06 g, 0.13 mmol) and piperazine (0.50 g, 5.82 mmol) following the general procedure Z.